From a dataset of the Open Reaction Database (ORD), a public repository of structured organic reaction records. describe an organic reaction: reactants, conditions, products, and yield The reactants are ClCCl, O=C(Cl)C(=O)Cl, O=C([O-])c1cc2nccc(Cl)c2s1, [Li+], CN(C)C=O. Yields the product O=C(Cl)c1cc2nccc(Cl)c2s1. RXN SMILES: [CH2:15]([Cl:16])[Cl:17].[Cl:18][C:19]([C:20]([Cl:21])=[O:22])=[O:23].[Cl:1][c:2]1[c:3]2[c:4]([n:5][cH:6][cH:7]1)[cH:8][c:9]([C:11](=[O:12])[O-:13])[s:10]2.[Li+:14].[O:24]=[CH:25][N:26]([CH3:27])[CH3:28]>>[Cl:1][c:2]1[c:3]2[c:4]([n:5][cH:6][cH:7]1)[cH:8][c:9]([C:11](=[O:13])[Cl:16])[s:10]2. The reactants are Cl (hydrochloric acid), O1C(OCC1)CC(C)C1=NC=C(C=N1)F (2-[2-(1,3-dioxolan-2-yl)-1-methylethyl]-5-fluoropyrimidine), C(O)([O-])=O.[Na+] (sodium hydrogen carbonate). The solvent is O1CCCC1 (tetrahydrofuran). Reaction conditions: time 3 hour. Product: FC=1C=NC(=NC1)C(CC=O)C (3-(5-fluoropyrimidin-2-yl)butanal). Isolated yield 34.4%. RXN SMILES: Cl.[O:2]1CCO[CH:3]1[CH2:7][CH:8]([C:10]1[N:15]=[CH:14][C:13]([F:16])=[CH:12][N:11]=1)[CH3:9].C(=O)([O-])O.[Na+]>O1CCCC1>[F:16][C:13]1[CH:14]=[N:15][C:10]([CH:8]([CH3:9])[CH2:7][CH:3]=[O:2])=[N:11][CH:12]=1 |f:2.3|. Procedure: Concentrated hydrochloric acid (1 m) was added to a stirring solution of 2-[2-(1,3-dioxolan-2-yl)-1-methylethyl]-5-fluoropyrimidine (1.1 g) in tetrahydrofuran (10 ml) at ambient temperature, stirred for 3 hours then added solid sodium hydrogen carbonate to neutral pH. The mixture was poured onto a Chemelute carrtridge and washed with ethyl acetate (3×20 ml), the combined organics were dried over Na2SO4 and evaporated in vacuo to afford 3-(5-fluoropyrimidin-2-yl)butanal (300 mg, 35%) which was us... Reactants: CCCSc1c(C(=O)NC23CC4CC(CC(C4)C2)C3)cnn1-c1ccc(C(=O)OC)cc1, CO, [Na+], [OH-]. Product: CCCSc1c(C(=O)NC23CC4CC(CC(C4)C2)C3)cnn1-c1ccc(C(=O)O)cc1. RXN SMILES: [C:1]12([NH:11][C:12](=[O:13])[c:14]3[cH:15][n:16][n:17](-[c:23]4[cH:24][cH:25][c:26]([C:27](=[O:28])[O:29][CH3:30])[cH:31][cH:32]4)[c:18]3[S:19][CH2:20][CH2:21][CH3:22])[CH2:2][CH:3]3[CH2:4][CH:5]([CH2:6][CH:7]([CH2:8]1)[CH2:9]3)[CH2:10]2.[CH3:35][OH:36].[Na+:34].[OH-:33]>>[C:1]12([NH:11][C:12](=[O:13])[c:14]3[cH:15][n:16][n:17](-[c:23]4[cH:24][cH:25][c:26]([C:27](=[O:28])[OH:29])[cH:31][cH:32]4)[c:18]3[S:19][CH2:20][CH2:21][CH3:22])[CH2:2][CH:3]3[CH2:4][CH:5]([CH2:6][CH:7]([CH2:8]1)[CH2:9]3)[CH2:10]2. Reactants: BrC1=CC=C2C(C(NC2=C1)=O)=O (6-bromoisatin), C1(=C(C=CC=C1)N)N (1,2-phenylenediamine). The product is BrC=1C=CC2=C(C1)N=C1NC3=CC=CC=C3N=C12 (8-bromoindolo[2,3-b]quinoxaline). Run at time 16 hour. Reaction SMILES: [Br:1][C:2]1[CH:10]=[C:9]2[C:5]([C:6](=O)[C:7](=O)[NH:8]2)=[CH:4][CH:3]=1.[C:13]1([NH2:20])[CH:18]=[CH:17][CH:16]=[CH:15][C:14]=1[NH2:19]>C(O)(=O)CCC>[Br:1][C:2]1[CH:3]=[CH:4][C:5]2[C:6]3[C:7]([NH:19][C:14]4[C:13]([N:20]=3)=[CH:18][CH:17]=[CH:16][CH:15]=4)=[N:8][C:9]=2[CH:10]=1. Reported procedure: A solution of 15.18 g (67.2 mmol) of 6-bromoisatin and 7.26 g (1.0 eq.) of 1,2-phenylenediamine in 250 ml of butyric acid was refluxed for 4 hours, followed by allowing to stand at room temperature for 16 hours. The precipitate was collected by filtration to give 8-bromoindolo[2,3-b]quinoxaline. Solvent: C(CCC)(=O)O (butyric acid). The reactants are COC(\C=C\C=1CC2=CC(=CC=C2C1CCCCC)OC)=O ((E)-3-(6-methoxy-3-pentyl-1H-inden-2-yl)-2-propenoic acid methyl ester), [OH-].[Na+] (sodium hydroxide). Run in CO (methanol). The product is COC1=CC=C2C(=C(CC2=C1)/C=C/C(=O)O)CCCCC ((E)-3-(6-methoxy-3-pentyl-1H-inden-2-yl)-2-propenoic acid). Yield: 73.4%. Reaction SMILES: C[O:2][C:3](=[O:22])/[CH:4]=[CH:5]/[C:6]1[CH2:7][C:8]2[C:13]([C:14]=1[CH2:15][CH2:16][CH2:17][CH2:18][CH3:19])=[CH:12][CH:11]=[C:10]([O:20][CH3:21])[CH:9]=2.[OH-].[Na+]>CO>[CH3:21][O:20][C:10]1[CH:9]=[C:8]2[C:13]([C:14]([CH2:15][CH2:16][CH2:17][CH2:18][CH3:19])=[C:6](/[CH:5]=[CH:4]/[C:3]([OH:22])=[O:2])[CH2:7]2)=[CH:12][CH:11]=1 |f:1.2|. Procedure details: As in Example 112, (E)-3-(6-methoxy-3-pentyl-1H-inden-2-yl)-2-propenoic acid methyl ester (6 g) in methanol (40 mL) was treated with 2N sodium hydroxide solution (20 mL) for 0.5 hours at reflux and worked up in the described manner. Crystallization of the crude product from ethyl acetate furnished 4.2 g of (E)-3-(6-methoxy-3-pentyl-1H-inden-2-yl)-2-propenoic acid. A sample was recrystallized from ethyl acetate-hexane to give the analytical specimen, mp 165°-166° C. Anal. Calcd for C18H22O3 : C, ...